This data is from the Open Reaction Database (ORD), a public repository of structured organic reaction records. The task is: describe an organic reaction: reactants, conditions, products, and yield Reactants: BrB(Br)Br, CO, ClCCl, COc1ccc2c(c1)CCN(C(=O)C(F)(F)F)C2c1ccccc1. The product is O=C(N1CCc2cc(O)ccc2C1c1ccccc1)C(F)(F)F. Reaction SMILES: [B:1]([Br:2])([Br:3])[Br:4].[CH3:29][OH:30].[Cl:31][CH2:32][Cl:33].[F:5][C:6]([C:7](=[O:8])[N:9]1[CH:10]([c:21]2[cH:22][cH:23][cH:24][cH:25][cH:26]2)[c:11]2[cH:12][cH:13][c:14]([O:19][CH3:20])[cH:15][c:16]2[CH2:17][CH2:18]1)([F:27])[F:28]>>[F:5][C:6]([C:7](=[O:8])[N:9]1[CH:10]([c:21]2[cH:22][cH:23][cH:24][cH:25][cH:26]2)[c:11]2[cH:12][cH:13][c:14]([OH:19])[cH:15][c:16]2[CH2:17][CH2:18]1)([F:27])[F:28]. The reactants are trifluoroacteyl, FC(C(C[C@@H]1OC2=CC=C(C=C2CC1)CC(=O)OCC)=O)(F)F (ethyl [(2R)-2-(3,3,3-trifluoro-2-oxopropyl)-3,4-dihydro-2H-chromen-6-yl]acetate), Cl (HCl). Product: Cl.C[C@@H]1OC2=CC=C(C=C2CC1)CC(=O)O ([(2S)-2-methyl-3,4-dihydro-2H-chromen-6-yl]acetic Acid Hydrochloride). RXN SMILES: FC(F)(F)C(=O)[CH2:4][C@H:5]1[CH2:14][CH2:13][C:12]2[C:7](=[CH:8][CH:9]=[C:10]([CH2:15][C:16]([O:18]CC)=[O:17])[CH:11]=2)[O:6]1.[ClH:24]>>[ClH:24].[CH3:4][C@H:5]1[CH2:14][CH2:13][C:12]2[C:7](=[CH:8][CH:9]=[C:10]([CH2:15][C:16]([OH:18])=[O:17])[CH:11]=2)[O:6]1 |f:2.3|. Procedure details: The crude trifluoroacteyl protected amine of Example 5 was heated in 6N HCl (200 mL) at 80-95° C. for 2 hours under argon. The reaction became a white suspension after it was cooled down to room temperature. The solid was collected by vacuum filtration and dried by suction (5.95 g, 56%): 1H NMR (DMSO-d6) δ1.63 (m, 1H), 2.00 (m, 1H), 2.70 (m, 2H), 3.00 (m, 1H), 3.11 (m, 1H), 4.20 (m, 1H), 6.70 (d, J=8.7 Hz, 1H), 6.95 (d, J=9.0 Hz, 1H), 6.96 (s, 1H), 8.25 (s, broad, 3H); CI-MS m/z 222 (M+H+). The reactants are S1C(=NC2=C1C=CC=C2)N(C(=O)C=2C=CC=C1CCN(CC21)C=2SC(=C(N2)C(=O)OC)CN2CCN(CC2)C2=CC=CC=C2)COCC[Si](C)(C)C (methyl 2-(8-(benzo[d]thiazol-2-yl((2-(trimethylsilyl)ethoxy)methyl)carbamoyl)-3,4-dihydroisoquinolin-2(1H)-yl)-5-((4-phenylpiperazin-1-yl)methyl)thiazole-4-carboxylate), N1(CCNCC1)C=1C=C(C=CC1)O (3-(piperazin-1-yl)phenol), C(=O)C1=C(N=C(S1)N1CC2=C(C=CC=C2CC1)C(/N=C\1/SC2=C(N1COCC[Si](C)(C)C)C=CC=C2)=O)C(=O)OC ((E)-methyl 5-formyl-2-(8-(3-((2-(trimethylsilyl)ethoxy)methyl)benzo[d]thiazol-2(3H)-ylidenecarbamoyl)-3,4-dihydroisoquinolin-2(1H)-yl)thiazole-4-carboxylate), C=1C=CC(=CC1)N2CCNCC2 (phenylpiperazine). Yields the product CN1CCN(CC1)C=1C=C(C=CC1)O (3-(4-methylpiperazin-1-yl)phenol). Reaction SMILES: S1C2C=CC=CC=2N=C1N(COCC[Si](C)(C)C)C(C1C=CC=C2C=1CN(C1SC([CH2:32][N:33]3[CH2:38][CH2:37][N:36]([C:39]4[CH:44]=[CH:43][CH:42]=[CH:41][CH:40]=4)[CH2:35][CH2:34]3)=C(C(OC)=O)N=1)CC2)=O.C(C1SC(N2CCC3C(=C(C(=O)/N=C4/SC5C=CC=CC=5N/4COCC[Si](C)(C)C)C=CC=3)C2)=NC=1C(OC)=O)=[O:54].C1C=CC(N2CCNCC2)=CC=1.N1(C2C=C(O)C=CC=2)CCNCC1>>[CH3:32][N:33]1[CH2:38][CH2:37][N:36]([C:39]2[CH:44]=[C:43]([OH:54])[CH:42]=[CH:41][CH:40]=2)[CH2:35][CH2:34]1. Procedure details: Compound 87A was prepared in a similar manner to the synthesis of compound 62A by substituting compound 45C and phenylpiperazine with paraformahyde and 3-(piperazin-1-yl)phenol, respectively: 1H NMR (DMSO-d6): δ 9.07 (s, 1H), 6.94-6.98 (m, 1H), 6.36 (d, J=8.13, 2.4 Hz, 2H), 8.28-8.29 (m, 1H), 6.18-6.21 (m, 1H), 3.04-3.07 (m, 4H), 2.41-2.43 (m, 4H), 2.21 (s, 3H). ESI (+)/MS: 193 (M+H)+.